From a dataset of the Open Reaction Database (ORD), a public repository of structured organic reaction records. describe an organic reaction: reactants, conditions, products, and yield Reactants: CCOc1cncc(Br)c1, CC(C)(C)OC(=O)N1CC2CNCC2C1. The product is CCOc1cncc(N2CC3CN(C(=O)OC(C)(C)C)CC3C2)c1. RXN SMILES: [Br:16][c:17]1[cH:18][n:19][cH:20][c:21]([O:23][CH2:24][CH3:25])[cH:22]1.[CH2:1]1[N:2]([C:9](=[O:10])[O:11][C:12]([CH3:13])([CH3:14])[CH3:15])[CH2:3][CH:4]2[CH:5]1[CH2:6][NH:7][CH2:8]2>>[CH2:1]1[N:2]([C:9](=[O:10])[O:11][C:12]([CH3:13])([CH3:14])[CH3:15])[CH2:3][CH:4]2[CH:5]1[CH2:6][N:7]([c:17]1[cH:18][n:19][cH:20][c:21]([O:23][CH2:24][CH3:25])[cH:22]1)[CH2:8]2. The reactants are C(=O)(O)[O-].[Na+] (sodium hydrocarbonate), O1C(CCCC1)OCCSC1=CC=C(C=C1)O (4-hydroxyphenyl 2-(tetrahydropyran-2-yloxy)ethyl sulfide), O1C(CCCC1)OCCSC1=CC=C(C=C1)O (4-hydroxyphenyl 2-(tetrahydropyran-2-yloxy)ethyl sulfide), N(C(=N)N)C1=CC=C(C(=O)Cl)C=C1 (4-Guanidinobenzoyl chloride). The solvent is N1=CC=CC=C1 (pyridine). The product is C(O)(O)=O.N(C(=N)N)C1=CC=C(C(=O)OC2=CC=C(C=C2)SCCOC2OCCCC2)C=C1 (4-(2-tetrahydropyran-2-yloxyethylthio)phenyl 4-guanidinobenzoate carbonate). As a reaction SMILES: [O:1]1[CH2:6][CH2:5][CH2:4][CH2:3][CH:2]1[O:7][CH2:8][CH2:9][S:10][C:11]1[CH:16]=[CH:15][C:14]([OH:17])=[CH:13][CH:12]=1.[NH:18]([C:22]1[CH:30]=[CH:29][C:25]([C:26](Cl)=[O:27])=[CH:24][CH:23]=1)[C:19]([NH2:21])=[NH:20].[C:31]([O-:34])([OH:33])=[O:32].[Na+]>N1C=CC=CC=1>[C:31](=[O:32])([OH:34])[OH:33].[NH:18]([C:22]1[CH:30]=[CH:29][C:25]([C:26]([O:17][C:14]2[CH:13]=[CH:12][C:11]([S:10][CH2:9][CH2:8][O:7][CH:2]3[CH2:3][CH2:4][CH2:5][CH2:6][O:1]3)=[CH:16][CH:15]=2)=[O:27])=[CH:24][CH:23]=1)[C:19]([NH2:21])=[NH:20] |f:2.3,5.6|. Procedure: 96.08 g of 4-hydroxyphenyl 2-(tetrahydropyran-2-yloxy)ethyl sulfide synthesized by the above process (2) was dissolved in 800 m(of pyridine. 4-Guanidinobenzoyl chloride was added to the solution under cooling with ice and the mixture was stirred at room temperature for 24 h or longer. A saturated aqueous sodium hydrocarbonate solution was added thereto under cooling with ice and the precipitate thus obtained was recovered by filtration, washed with water, then acetone and finally ethyl acetate a... Reactants: S(=O)(Cl)Cl (Thionyl chloride), [OH-].[NH4+] (ammonium hydroxide), ice, CN(C=O)C (dimethylformamide), C(=O)(OC)C(CCCC(=O)N)CC=C (5-carbomethoxy-oct-7-enoic acid amide). Run in O (water), C(C)OCC (ethyl ether), C(C)OCC (ethyl ether). Reaction conditions: time 2 hour. Product: C(=O)(OC)C(CCCC#N)CC=C (5-carbomethoxy-oct-7-enenitrile). As a reaction SMILES: S(Cl)(Cl)=O.CN(C)C=O.[C:10]([CH:14]([CH2:21][CH:22]=[CH2:23])[CH2:15][CH2:16][CH2:17][C:18]([NH2:20])=O)([O:12][CH3:13])=[O:11].[OH-].[NH4+]>C(OCC)C.O>[C:10]([CH:14]([CH2:21][CH:22]=[CH2:23])[CH2:15][CH2:16][CH2:17][C:18]#[N:20])([O:12][CH3:13])=[O:11] |f:3.4|. Reported procedure: Thionyl chloride (1.125 L, 1.835 kg, 15.42 mol) is cooled to 0° C., and dimethylformamide (1.199 L, 1.132 kg, 15.50 mol) is added dropwise over a period of 2 hours keeping the temperature below 10° C. After the addition is complete the reaction is allowed to come to room temperature over 2 hours. To this is then added 5-carbomethoxy-oct-7-enoic acid amide (see example 22c, 2.671 kg, 13.42 mol) neat over a period of 3 hours. The reaction is allowed to stir at room temperature for 18 hours and is ... The reactants are C1(CC1)C=1C=CC(=NC1OCC1CC1)C(=O)O (5-cyclopropyl-6-cyclopropylmethoxy-pyridine-2-carboxylic acid), N[C@H](C(C)(O)C)CC1CC1 ((S)-3-amino-4-cyclopropyl-2-methyl-butan-2-ol). Yields the product C1(CC1)C[C@@H](C(C)(C)O)NC(=O)C1=NC(=C(C=C1)C1CC1)OCC1CC1 (5-Cyclopropyl-6-cyclopropylmethoxy-pyridine-2-carboxylic acid ((S)-1-cyclopropylmethyl-2-hydroxy-2-methyl-propyl)-amide). Reaction SMILES: [CH:1]1([C:4]2[CH:5]=[CH:6][C:7]([C:15]([OH:17])=O)=[N:8][C:9]=2[O:10][CH2:11][CH:12]2[CH2:14][CH2:13]2)[CH2:3][CH2:2]1.[NH2:18][C@@H:19]([CH2:24][CH:25]1[CH2:27][CH2:26]1)[C:20]([CH3:23])([OH:22])[CH3:21]>>[CH:25]1([CH2:24][C@H:19]([NH:18][C:15]([C:7]2[CH:6]=[CH:5][C:4]([CH:1]3[CH2:2][CH2:3]3)=[C:9]([O:10][CH2:11][CH:12]3[CH2:13][CH2:14]3)[N:8]=2)=[O:17])[C:20]([OH:22])([CH3:23])[CH3:21])[CH2:27][CH2:26]1. Procedure details: The title compound was synthesized in analogy to Example 1, using 5-cyclopropyl-6-cyclopropylmethoxy-pyridine-2-carboxylic acid (Example 42 a) and (S)-3-amino-4-cyclopropyl-2-methyl-butan-2-ol (Example 135 c) as starting materials, MS (EI): m/e=359.2 [M+H]+.